This data is from the Open Reaction Database (ORD), a public repository of structured organic reaction records. The task is: describe an organic reaction: reactants, conditions, products, and yield The reactants are N1=CC=NC=C1 (pyrazine), C(CC)=O (propionaldehyde). Product: N1=C(C=NC(=C1)C(CC)=O)C(CC)=O (1,1'-(2,5-pyrazinediyl)bis-1-propanone). RXN SMILES: [N:1]1[CH:6]=[CH:5][N:4]=[CH:3][CH:2]=1.[CH:7](=[O:10])[CH2:8][CH3:9]>>[N:1]1[CH:6]=[C:5]([C:7](=[O:10])[CH2:8][CH3:9])[N:4]=[CH:3][C:2]=1[C:7](=[O:10])[CH2:8][CH3:9]. Procedure: The reaction of pyrazine and propionaldehyde is conducted on a 10 mmole scale using the Caronna et al procedure described in J. Chem. Soc., Perkin Trans. 2, 14, 2035-8 (1972). A 50% crude yield of 1,1'-(2,5-pyrazinediyl)bis-1-propanone is obtained. Reaction SMILES: [C:1]([NH:4][C:5]1[CH:24]=[CH:23][N:8]([C@@H:9]2[O:22][C@H:12]([CH2:13][O:14][Si](C(C)(C)C)(C)C)[CH:11]=[CH:10]2)[C:7](=[O:25])[N:6]=1)(=[O:3])[CH3:2].[F-].C([N+](CCCC)(CCCC)CCCC)CCC>C1COCC1>[C:1]([NH:4][C:5]1[CH:24]=[CH:23][N:8]([C@@H:9]2[O:22][C@H:12]([CH2:13][OH:14])[CH:11]=[CH:10]2)[C:7](=[O:25])[N:6]=1)(=[O:3])[CH3:2] |f:1.2|. Procedure details: A solution of 32 (1.5 g, 4.1 mmol) in THF (30 ml) and 5 ml (5.0 mmol) of a 1M solution of tetra-n-butylammonium fluoride solution in THF were stirred in an ice-bath for 10 minutes and then at room temperature for 1 hour. The solvent was removed in vacuo. The resulting residue was purified by chromatography using 5% methanol in CHCl3 to obtain 0.88 g (85%) of 33 as colorless solid: mp 180°-182° C. dec (benzene-methanol); 1H NMR (DMSO-d6) 6 2.09 (3H, s, COCH3), 3.63 (2H, m, 5'-H), 4.85 (1H, m, 4'-... Starting materials: C(C)(=O)NC1=NC(N([C@H]2C=C[C@@H](CO[Si](C)(C)C(C)(C)C)O2)C=C1)=O (N4 -Acetyl-5'-O-tert-butyldimethylsilyl-2',3'-didehydro-2',3'-dideoxycytidine), solution, [F-].C(CCC)[N+](CCCC)(CCCC)CCCC (tetra-n-butylammonium fluoride). Yield: 85.4%. Reaction conditions: time 1 hour. Run in C1CCOC1 (THF), C1CCOC1 (THF). The product is C(C)(=O)NC1=NC(N([C@H]2C=C[C@@H](CO)O2)C=C1)=O (N4 -Acetyl-2',3'-didehydro-2',3'-dideoxycytidine). The reactants are O=C([O-])O, COc1ccc(Oc2ccc3c(cnn3-c3cccnc3)c2)cc1, CSCCC(N)C(=O)O, CS(=O)(=O)O, [Na+], [Na+], [OH-], O. Yields the product Oc1ccc(Oc2ccc3c(cnn3-c3cccnc3)c2)cc1. RXN SMILES: [C:36](=[O:37])([OH:38])[O-:39].[CH3:1][O:2][c:3]1[cH:4][cH:5][c:6]([O:7][c:8]2[cH:9][c:10]3[cH:11][n:12][n:13](-[c:17]4[cH:18][n:19][cH:20][cH:21][cH:22]4)[c:14]3[cH:15][cH:16]2)[cH:23][cH:24]1.[CH3:25][S:26][CH2:27][CH2:28][CH:29]([C:30](=[O:31])[OH:32])[NH2:33].[CH3:41][S:42](=[O:43])(=[O:44])[OH:45].[Na+:35].[Na+:40].[OH-:34].[OH2:46]>>[OH:2][c:3]1[cH:4][cH:5][c:6]([O:7][c:8]2[cH:9][c:10]3[cH:11][n:12][n:13](-[c:17]4[cH:18][n:19][cH:20][cH:21][cH:22]4)[c:14]3[cH:15][cH:16]2)[cH:23][cH:24]1. The reactants are CC(C)(C)[Si](C)(C)OC1CC(=CCP(=O)(c2ccccc2)c2ccccc2)CC(O[Si](C)(C)C(C)(C)C)C1, C1CCOC1, [Li]CCCC, CC(CCCC=O)CCCC(C)(C)O[Si](C)(C)C. Yields the product CC(CCCC=CC=C1CC(O[Si](C)(C)C(C)(C)C)CC(O[Si](C)(C)C(C)(C)C)C1)CCCC(C)(C)O[Si](C)(C)C. Reaction SMILES: [C:1]([CH3:2])([CH3:3])([CH3:4])[Si:5]([O:6][CH:7]1[CH2:8][C:9](=[CH:21][CH2:22][P:23](=[O:24])([c:25]2[cH:26][cH:27][cH:28][cH:29][cH:30]2)[c:31]2[cH:32][cH:33][cH:34][cH:35][cH:36]2)[CH2:10][CH:11]([O:13][Si:14]([CH3:15])([CH3:16])[C:17]([CH3:18])([CH3:19])[CH3:20])[CH2:12]1)([CH3:37])[CH3:38].[CH2:62]1[O:63][CH2:64][CH2:65][CH2:66]1.[CH3:39][CH2:40][CH2:41][CH2:42][Li:43].[CH3:44][CH:45]([CH2:46][CH2:47][CH2:48][CH:49]=[O:50])[CH2:51][CH2:52][CH2:53][C:54]([CH3:55])([O:56][Si:57]([CH3:58])([CH3:59])[CH3:60])[CH3:61]>>[C:1]([CH3:2])([CH3:3])([CH3:4])[Si:5]([O:6][CH:7]1[CH2:8][C:9](=[CH:21][CH:22]=[CH:49][CH2:48][CH2:47][CH2:46][CH:45]([CH3:44])[CH2:51][CH2:52][CH2:53][C:54]([CH3:55])([O:56][Si:57]([CH3:58])([CH3:59])[CH3:60])[CH3:61])[CH2:10][CH:11]([O:13][Si:14]([CH3:15])([CH3:16])[C:17]([CH3:18])([CH3:19])[CH3:20])[CH2:12]1)([CH3:37])[CH3:38]. Starting materials: Cc1oc(-c2ccc(Br)cc2)nc1CCOS(C)(=O)=O, C1CCNCC1, ClCCl, C1CCOC1. The product is Cc1oc(-c2ccc(Br)cc2)nc1CCN1CCCCC1. RXN SMILES: [Br:7][c:8]1[cH:9][cH:10][c:11](-[c:14]2[o:15][c:16]([CH3:26])[c:17]([CH2:19][CH2:20][O:21][S:22]([CH3:23])(=[O:24])=[O:25])[n:18]2)[cH:12][cH:13]1.[CH2:1]1[CH2:2][CH2:3][NH:4][CH2:5][CH2:6]1.[Cl:27][CH2:28][Cl:29].[O:30]1[CH2:31][CH2:32][CH2:33][CH2:34]1>>[CH2:1]1[CH2:2][CH2:3][N:4]([CH2:20][CH2:19][c:17]2[c:16]([CH3:26])[o:15][c:14](-[c:11]3[cH:10][cH:9][c:8]([Br:7])[cH:13][cH:12]3)[n:18]2)[CH2:5][CH2:6]1. The reactants are carboxylic acid methyl ester, C(C)OC1=CC=C(C=C1)S(=O)(=O)N(C1=CC=C(C=C1)C)C(C(=O)OC)C (methyl 2-{[(4-ethoxyphenyl)sulfonyl]-4-methylanilino}propanoate), O.NN (Hydrazine hydrate). Run in CO (MeOH). Conditions: temperature 60 celsius, time 8 hour. Yields the product desired product, C(C)OC1=CC=C(C=C1)S(=O)(=O)N(C1=CC=C(C=C1)C)C(C(=O)NN)C (4-ethoxy-N-(2-hydrazino-1-methyl-2-oxoethyl)-N-(4-methylphenyl)benzenesulfonamide). Yield: 52.0%. RXN SMILES: [CH2:1]([O:3][C:4]1[CH:9]=[CH:8][C:7]([S:10]([N:13]([CH:21]([CH3:26])[C:22](OC)=[O:23])[C:14]2[CH:19]=[CH:18][C:17]([CH3:20])=[CH:16][CH:15]=2)(=[O:12])=[O:11])=[CH:6][CH:5]=1)[CH3:2].O.[NH2:28][NH2:29]>CO>[CH2:1]([O:3][C:4]1[CH:9]=[CH:8][C:7]([S:10]([N:13]([CH:21]([CH3:26])[C:22]([NH:28][NH2:29])=[O:23])[C:14]2[CH:19]=[CH:18][C:17]([CH3:20])=[CH:16][CH:15]=2)(=[O:12])=[O:11])=[CH:6][CH:5]=1)[CH3:2] |f:1.2|. Procedure: The crude carboxylic acid methyl ester, e.g. methyl 2-{[(4-ethoxyphenyl)sulfonyl]-4-methylanilino}propanoate (264 mg, 0.70 mmol), was dissolved in MeOH (2 mL). Hydrazine hydrate was added (0.44 mL). The reaction mixture was stirred overnight at 60° C. Solvents were evaporated. The crude mass was redissolved in MeOH and solvents were evaporated again. This process was repeated three times. The desired product, e.g. 4-ethoxy-N-(2-hydrazino-1-methyl-2-oxoethyl)-N-(4-methylphenyl)benzenesulfonamide ... The reactants are three, OCC1=CC=C(C=N1)NC=1N=C2C(=NC1)N(C=C2C(C(C)(C)C)=O)COCC[Si](C)(C)C (1-(2-(6-(hydroxymethyl)pyridin-3-ylamino)-5-((2-(trimethylsilyl)ethoxy)methyl)-5H-pyrrolo[2,3-b]pyrazin-7-yl)-2,2-dimethylpropan-1-one), CC(=O)OI1(C=2C=CC=CC2C(=O)O1)(OC(=O)C)OC(=O)C (Dess Martin's reagent). Solvent: C(Cl)Cl (CH2Cl2). Reaction conditions: temperature 0 celsius, time 2 hour. Product: C(C(C)(C)C)(=O)C1=CN(C2=NC=C(N=C21)NC=2C=CC(=NC2)C=O)COCC[Si](C)(C)C (5-(7-pivaloyl-5-((2-(trimethylsilyl)ethoxy)methyl)-5H-pyrrolo[2,3-b]pyrazine-2-yl-amino)-picolinaldehyde). Isolated yield 54.3%. RXN SMILES: [OH:1][CH2:2][C:3]1[N:8]=[CH:7][C:6]([NH:9][C:10]2[N:11]=[C:12]3[C:18]([C:19](=[O:24])[C:20]([CH3:23])([CH3:22])[CH3:21])=[CH:17][N:16]([CH2:25][O:26][CH2:27][CH2:28][Si:29]([CH3:32])([CH3:31])[CH3:30])[C:13]3=[N:14][CH:15]=2)=[CH:5][CH:4]=1.CC(OI1(OC(C)=O)(OC(C)=O)OC(=O)C2C=CC=CC1=2)=O>C(Cl)Cl>[C:19]([C:18]1[C:12]2[C:13](=[N:14][CH:15]=[C:10]([NH:9][C:6]3[CH:5]=[CH:4][C:3]([CH:2]=[O:1])=[N:8][CH:7]=3)[N:11]=2)[N:16]([CH2:25][O:26][CH2:27][CH2:28][Si:29]([CH3:30])([CH3:32])[CH3:31])[CH:17]=1)(=[O:24])[C:20]([CH3:23])([CH3:22])[CH3:21]. Procedure: To a 100 ml three necked round bottom flask, 1-(2-(6-(hydroxymethyl)pyridin-3-ylamino)-5-((2-(trimethylsilyl)ethoxy)methyl)-5H-pyrrolo[2,3-b]pyrazin-7-yl)-2,2-dimethylpropan-1-one (0.32 g, 0.000702 mole) was taken in CH2Cl2 (20 ml) and cooled to 0° C. Dess Martin's reagent (1.11 g, 0.00245 mole) was added at 0° C. and the reaction was warmed to room temperature and stirred for 2 hrs under nitrogen atmosphere. After completion of the reaction, the reaction mixture was filtered through celite bed ...